This data is from the Open Reaction Database (ORD), a public repository of structured organic reaction records. The task is: describe an organic reaction: reactants, conditions, products, and yield The reactants are C(C)OC1=CC(CCC1)=O (3-ethoxy-2-cyclohexen-1-one), C(#C)[Mg]Br (ethynylmagnesium bromide), Cl (HCl). The solvent is O1CCCC1 (tetrahydrofuran), O1CCCC1 (tetrahydrofuran). Run at time 20 hour. Yields the product C(#C)C1=CC(CCC1)=O (3-Ethynyl-2-cyclohexen-1-one). Reaction SMILES: [C:1]([Mg]Br)#[CH:2].C(O[C:8]1[CH2:13][CH2:12][CH2:11][C:10](=[O:14])[CH:9]=1)C.Cl>O1CCCC1>[C:1]([C:8]1[CH2:13][CH2:12][CH2:11][C:10](=[O:14])[CH:9]=1)#[CH:2]. Reported procedure: To a solution of 0.5N ethynylmagnesium bromide in tetrahydrofuran (100 mL) was added under N2 and stirring 3-ethoxy-2-cyclohexen-1-one (3.75 g, 26.8 mmol) in tetrahydrofuran (12.5 mL). The mixture was stirred at RT for 20 h when it was acidified with 1N HCl (200 mL). After stirring for 15 min the acidic phase was extracted with dichloromethane (5×50 mL). The combined organic extracts were washed with water (2×50 mL) and dried (MgSO4). Evaporation of the solvent gave an oil that was purified by c... Reactants: BrB(Br)Br, COc1ccc(Br)c(C=O)c1O, ClCCl. RXN SMILES: [B:13]([Br:14])([Br:15])[Br:16].[Br:1][c:2]1[cH:3][cH:4][c:5]([O:11][CH3:12])[c:6]([OH:10])[c:7]1[CH:8]=[O:9].[CH2:17]([Cl:18])[Cl:19]>>[Br:1][c:2]1[cH:3][cH:4][c:5]([OH:11])[c:6]([OH:10])[c:7]1[CH:8]=[O:9]. Yields the product O=Cc1c(Br)ccc(O)c1O.